Dataset: the Open Reaction Database (ORD), a public repository of structured organic reaction records. Task: describe an organic reaction: reactants, conditions, products, and yield Reactants: COC1=CC=C(C=C1)C=1N=C(SC1CCC1=CC=CC=C1)N (4-(4-methoxy-phenyl)-5-phenylethyl-thiazol-2-ylamine), COC=1C=C(C(=O)Cl)C=C(C1OC)OC (3,4,5-trimethoxy-benzoyl chloride). The yield is 67.2%. As a reaction SMILES: [CH3:1][O:2][C:3]1[CH:8]=[CH:7][C:6]([C:9]2[N:10]=[C:11]([NH2:22])[S:12][C:13]=2[CH2:14][CH2:15][C:16]2[CH:21]=[CH:20][CH:19]=[CH:18][CH:17]=2)=[CH:5][CH:4]=1.[CH3:23][O:24][C:25]1[CH:26]=[C:27]([CH:31]=[C:32]([O:36][CH3:37])[C:33]=1[O:34][CH3:35])[C:28](Cl)=[O:29]>>[CH3:37][O:36][C:32]1[CH:31]=[C:27]([CH:26]=[C:25]([O:24][CH3:23])[C:33]=1[O:34][CH3:35])[C:28]([NH:22][C:11]1[S:12][C:13]([CH2:14][CH2:15][C:16]2[CH:17]=[CH:18][CH:19]=[CH:20][CH:21]=2)=[C:9]([C:6]2[CH:5]=[CH:4][C:3]([O:2][CH3:1])=[CH:8][CH:7]=2)[N:10]=1)=[O:29]. Product: COC=1C=C(C(=O)NC=2SC(=C(N2)C2=CC=C(C=C2)OC)CCC2=CC=CC=C2)C=C(C1OC)OC (3,4,5-trimethoxy-N-[4-(4-methoxy-phenyl)-5-phenylethyl-thiazol-2-yl]-benzamide). Procedure: A procedure similar to that in Example 4 was used. 4-(4-methoxy-phenyl)-5-phenylethyl-thiazol-2-ylamine prepared in Example 57 and 3,4,5-trimethoxy-benzoyl chloride prepared in the step 1 of Example 37 were used as starting materials, allowed to react at room temperature overnight, followed by post-treatment to give a crude product as a foam, which was recrystallized with petroleum ether and ethyl acetate at a ratio of 2:1 (V:V) to obtain a product as a white solid in a yield of 67.2%, mp: 78-79... Reactants: ClC=1C=C(C=O)C=CC1 (m-chlorobenzaldehyde), Cl.Cl.NCC(=O)NC=1C=C2C=CN=CC2=CC1 (2-amino-N-(isoquinolin-6-yl)acetamide dihydrochloride), [BH3-]C#N.[Na+] (NaCNBH3), CCN(C(C)C)C(C)C (DIPEA). The solvent is CO (MeOH), C(C)(=O)O (acetic acid). Reaction conditions: time 2 hour. The product is C1=NC=CC2=CC(=CC=C12)NC(CNCC1=CC(=CC=C1)Cl)=O (N-(isoquinolin-6-yl)-2-(3-chlorobenzylamino)acetamide). As a reaction SMILES: [Cl:1][C:2]1[CH:3]=[C:4]([CH:7]=[CH:8][CH:9]=1)[CH:5]=O.Cl.Cl.[NH2:12][CH2:13][C:14]([NH:16][C:17]1[CH:18]=[C:19]2[C:24](=[CH:25][CH:26]=1)[CH:23]=[N:22][CH:21]=[CH:20]2)=[O:15].CCN(C(C)C)C(C)C.[BH3-]C#N.[Na+]>CO.C(O)(=O)C>[CH:23]1[C:24]2[C:19](=[CH:18][C:17]([NH:16][C:14](=[O:15])[CH2:13][NH:12][CH2:5][C:4]3[CH:7]=[CH:8][CH:9]=[C:2]([Cl:1])[CH:3]=3)=[CH:26][CH:25]=2)[CH:20]=[CH:21][N:22]=1 |f:1.2.3,5.6|. Procedure details: To m-chlorobenzaldehyde in MeOH was added 2-amino-N-(isoquinolin-6-yl)acetamide dihydrochloride (from Example 40) and the pH was adjusted to 5 with DIPEA. The mixture was stirred at room temperature for 2 hours, then NaCNBH3 was added and the pH was adjusted to ˜5.0 with acetic acid. The mixture was stirred 12 hours, quenched with Na2CO3(sat), extracted with EtOAc, dried (Na2SO4), filtered and evaporated to give N-(isoquinolin-6-yl)-2-(3-chlorobenzylamino)acetamide (E59).